This data is from the Open Reaction Database (ORD), a public repository of structured organic reaction records. The task is: describe an organic reaction: reactants, conditions, products, and yield The reactants are O=C1C(O)=C(O)[C@H](O1)[C@@H](O)CO (Ascorbic acid), C(C1=CC=CC=C1)=O (benzaldehyde). Reagents/catalysts: [Cl-].[Zn+2].[Cl-] (zinc chloride). Solvent: O1CCOCC1 (p-dioxane). Run at time 1 hour. The product is C1[C@H](OC(O1)C2=CC=CC=C2)[C@@H]3C(=C(C(=O)O3)O)O (5,6-O-benzylidene-L-ascorbic acid). As a reaction SMILES: [O:1]=[C:2]1[O:8][C@H:7]([C@H:9]([CH2:11][OH:12])[OH:10])[C:5]([OH:6])=[C:3]1[OH:4].[CH:13](=O)[C:14]1[CH:19]=[CH:18][CH:17]=[CH:16][CH:15]=1>[Cl-].[Zn+2].[Cl-].O1CCOCC1>[CH2:11]1[O:12][CH:13]([C:14]2[CH:19]=[CH:18][CH:17]=[CH:16][CH:15]=2)[O:10][C@@H:9]1[C@H:7]1[O:8][C:2](=[O:1])[C:3]([OH:4])=[C:5]1[OH:6] |f:2.3.4|. Procedure: Ascorbic acid (89.2 g.) was slurried in 400 ml. of p-dioxane, 200 g. of zinc chloride were added slowly and the resulting mixture was stirred for one hour. Next, 100 ml. (104 g.) of benzaldehyde were added. This reaction mixture was stirred at ambient temperature for about 24 hours and was then extracted with 500 ml. of ethyl acetate. The ethyl acetate extract was itself extracted with three portions of saturated aqueous sodium chloride. The ethyl acetate solution was dried and the dried solutio... Starting materials: [OH-].[Na+] (NaOH), C(C)OC(C(CC1=CC=C(C=C1)O)(C)OC1=CC(=C(C=C1)C)C)=O (2-(3,4-dimethylphenoxy)-3-(4-hydroxyphenyl)-2-methyl-propionic acid ethyl ester), C1(=CC(=CC=C1)C=1OC(=C(N1)CCOS(=O)(=O)C1=CC=C(C=C1)C)C)C1=CC=CC=C1 (toluene-4-sulfonic acid 2-(2-biphenyl-3-yl-5-methyloxazol-4-yl)ethyl ester), C(=O)([O-])[O-].[K+].[K+] (K2CO3). Run in C(C)O (ethanol), C(C)O (ethanol). Product: C1(=CC=C(C=C1)C=1OC(=C(N1)CCOC1=CC=C(C=C1)CC(C(=O)O)(C)OC1=CC(=C(C=C1)C)C)C)C1=CC=CC=C1 (3-{4-[2-(2-biphenyl-4-yl-5-methyl-oxazol-4-yl)-ethoxy]-phenyl}-2-(3,4-dimethyl-phenoxy)-2-methyl-propionic acid). Reaction SMILES: C([O:3][C:4](=[O:24])[C:5]([O:15][C:16]1[CH:21]=[CH:20][C:19]([CH3:22])=[C:18]([CH3:23])[CH:17]=1)([CH3:14])[CH2:6][C:7]1[CH:12]=[CH:11][C:10](O)=[CH:9][CH:8]=1)C.[C:25]1(C2C=CC=CC=2)[CH:30]=[CH:29][CH:28]=[C:27]([C:31]2[O:32][C:33]([CH3:49])=[C:34]([CH2:36][CH2:37][O:38]S(C3C=CC(C)=CC=3)(=O)=O)[N:35]=2)[CH:26]=1.C([O-])([O-])=O.[K+].[K+].[OH-].[Na+]>C(O)C>[C:30]1([C:7]2[CH:12]=[CH:11][CH:10]=[CH:9][CH:8]=2)[CH:25]=[CH:26][C:27]([C:31]2[O:32][C:33]([CH3:49])=[C:34]([CH2:36][CH2:37][O:38][C:10]3[CH:11]=[CH:12][C:7]([CH2:6][C:5]([O:15][C:16]4[CH:21]=[CH:20][C:19]([CH3:22])=[C:18]([CH3:23])[CH:17]=4)([CH3:14])[C:4]([OH:3])=[O:24])=[CH:8][CH:9]=3)[N:35]=2)=[CH:28][CH:29]=1 |f:2.3.4,5.6|. Reported procedure: A mixture of 2-(3,4-dimethylphenoxy)-3-(4-hydroxyphenyl)-2-methyl-propionic acid ethyl ester (0.030 mmol) (Ex. 32, Part C), toluene-4-sulfonic acid 2-(2-biphenyl-3-yl-5-methyloxazol-4-yl)ethyl ester (0.030 mmol) (see Ex. 2, Part F) and 325 mesh K2CO3 (0.084 g, 0.60 mmol) in ethanol (2 mL) was heated to reflux for 24 h under N2. Aqueous 5N NaOH (0.5 mL) and additional ethanol (1 mL) was added to the reaction mixture and it was heated at reflux for an additional 2 h. The reaction was cooled and th... Starting materials: CC(C)(C)OC(=O)NC(COC1CCCCO1)C(=O)NCc1ccccc1, CCO, Cc1ccc(S(=O)(=O)O)cc1. The product is CC(C)(C)OC(=O)NC(CO)C(=O)NCc1ccccc1. As a reaction SMILES: [CH2:1]([c:2]1[cH:3][cH:4][cH:5][cH:6][cH:7]1)[NH:8][C:9]([CH:10]([CH2:11][O:12][CH:13]1[CH2:14][CH2:15][CH2:16][CH2:17][O:18]1)[NH:19][C:20]([O:21][C:22]([CH3:23])([CH3:24])[CH3:25])=[O:26])=[O:27].[CH3:39][CH2:40][OH:41].[c:28]1([CH3:29])[cH:30][cH:31][c:32]([S:33]([OH:34])(=[O:35])=[O:36])[cH:37][cH:38]1>>[CH2:1]([c:2]1[cH:3][cH:4][cH:5][cH:6][cH:7]1)[NH:8][C:9]([CH:10]([CH2:11][OH:12])[NH:19][C:20]([O:21][C:22]([CH3:23])([CH3:24])[CH3:25])=[O:26])=[O:27].